This data is from the Open Reaction Database (ORD), a public repository of structured organic reaction records. The task is: describe an organic reaction: reactants, conditions, products, and yield Starting materials: ClC1=C(C=CC=C1)C=1N=NN(C1C=1N=CN(C1)C1=NC=C(C(=O)O)C=C1)C (6-(4-(4-(2-chlorophenyl)-1-methyl-1H-1,2,3-triazol-5-yl)-1H-imidazol-1-yl)nicotinic acid), C1=CN(C=N1)C(=O)N2C=CN=C2 (CDI), [OH-].[NH4+] (ammonium hydroxide). Run in CN(C)C=O (DMF). Run at temperature 60 celsius, time 1 hour. Yields the product ClC1=C(C=CC=C1)C=1N=NN(C1C=1N=CN(C1)C1=NC=C(C(=O)N)C=C1)C (6-(4-(4-(2-Chlorophenyl)-1-methyl-1H-1,2,3-triazol-5-yl)-1H-imidazol-1-yl)nicotinamide). Isolated yield 73.3%. As a reaction SMILES: [Cl:1][C:2]1[CH:7]=[CH:6][CH:5]=[CH:4][C:3]=1[C:8]1[N:9]=[N:10][N:11]([CH3:27])[C:12]=1[C:13]1[N:14]=[CH:15][N:16]([C:18]2[CH:26]=[CH:25][C:21]([C:22](O)=[O:23])=[CH:20][N:19]=2)[CH:17]=1.C1N=C[N:30](C(N2C=NC=C2)=O)C=1.[OH-].[NH4+]>CN(C=O)C>[Cl:1][C:2]1[CH:7]=[CH:6][CH:5]=[CH:4][C:3]=1[C:8]1[N:9]=[N:10][N:11]([CH3:27])[C:12]=1[C:13]1[N:14]=[CH:15][N:16]([C:18]2[CH:26]=[CH:25][C:21]([C:22]([NH2:30])=[O:23])=[CH:20][N:19]=2)[CH:17]=1 |f:2.3|. Procedure details: To a solution of 6-(4-(4-(2-chlorophenyl)-1-methyl-1H-1,2,3-triazol-5-yl)-1H-imidazol-1-yl)nicotinic acid (74 mg, 0.194 mmol) in DMF (3 mL) was added CDI (38 mg, 0.233 mmol) and the resulting mixture stirred at 60° C. for 1 h. After cooling to room temperature ammonium hydroxide (305 μL, 1.94 mmol) was added and reaction mixture was stirred for 1 h and then evaporated. Purification by chromatography (reverse phase HPLC) afforded the title compound (54 mg, 73%) as a white foam. MS: m/e=380.1 [M+H... The reactants are C(C)(=O)OC(C)=O (Acetic anhydride), BrC1=CC=C(C(=N1)OC)N (6-Bromo-2-methoxypyridine-3-amine). Run in C(=O)O (formic acid). Reaction conditions: time 25 minute. Product: BrC1=CC=C(C(=N1)OC)NC=O (N-(6-bromo-2-methoxypyridin-3-yl)formamide). Reaction SMILES: [C:1](OC(=O)C)(=[O:3])C.[Br:8][C:9]1[N:14]=[C:13]([O:15][CH3:16])[C:12]([NH2:17])=[CH:11][CH:10]=1>C(O)=O>[Br:8][C:9]1[N:14]=[C:13]([O:15][CH3:16])[C:12]([NH:17][CH:1]=[O:3])=[CH:11][CH:10]=1. Procedure details: Acetic anhydride (203 mL) was added dropwise to formic acid (204 mL) under ice-cooling, and the mixture was stirred at the same temperature for 25 minutes. 6-Bromo-2-methoxypyridine-3-amine powder (CAS #89466-18-2, 146 g) was put into the reaction mixture over 10 minutes, and then the reaction solution was stirred at the same temperature for 30 minutes. The water bath was removed. tert-Butyl methyl ether (300 mL) and n-heptane (500 mL) were sequentially added dropwise to the reaction solution, a... The reactants are Cc1c([N+](=O)[O-])cc(Br)c(Oc2cc(C=O)c(O)c(C(C)C)c2)c1Br, Cc1ccccc1, ClCCl. Product: Cc1c([N+](=O)[O-])cc(Br)c(Oc2cc(C(C)C)c(O)c(C(C)O)c2)c1Br. As a reaction SMILES: [Br:1][c:2]1[c:3]([O:4][c:5]2[cH:6][c:7]([CH:14]([CH3:15])[CH3:16])[c:8]([OH:13])[c:9]([CH:10]=[O:11])[cH:12]2)[c:17]([Br:25])[cH:18][c:19]([N+:22](=[O:23])[O-:24])[c:20]1[CH3:21].[CH3:26][c:27]1[cH:28][cH:29][cH:30][cH:31][cH:32]1.[Cl:33][CH2:34][Cl:35]>>[Br:1][c:2]1[c:3]([O:4][c:5]2[cH:6][c:7]([CH:14]([CH3:15])[CH3:16])[c:8]([OH:13])[c:9]([CH:10]([OH:11])[CH3:26])[cH:12]2)[c:17]([Br:25])[cH:18][c:19]([N+:22](=[O:23])[O-:24])[c:20]1[CH3:21]. Starting materials: O=C(CN1C(=O)c2ccccc2C1=O)NC12CCCC(C1)C1CCC2C1, CCO, Cl, NN, O, c1ccccc1. Yields the product NCC(=O)NC12CCCC(C1)C1CCC2C1, Cl. As a reaction SMILES: [C:1]12([NH:12][C:13]([CH2:14][N:15]3[C:16](=[O:17])[c:18]4[cH:19][cH:20][cH:21][cH:22][c:23]4[C:24]3=[O:25])=[O:26])[CH:2]3[CH2:3][CH2:4][CH:5]([CH:6]([CH2:7][CH2:8][CH2:9]1)[CH2:10]2)[CH2:11]3.[CH3:30][CH2:31][OH:32].[ClH:33].[NH2:28][NH2:29].[OH2:27].[cH:34]1[cH:35][cH:36][cH:37][cH:38][cH:39]1>>[C:1]12([NH:12][C:13]([CH2:14][NH2:15])=[O:26])[CH:2]3[CH2:3][CH2:4][CH:5]([CH:6]([CH2:7][CH2:8][CH2:9]1)[CH2:10]2)[CH2:11]3.[ClH:33]. Reactants: [Cl-].[Na+] (sodium chloride), C(CCCCCCC)[Si](CCCCCCCC)(CCCCCCCC)CCCCCCCC (tetraoctylsilane), C(CCCCCCC)[Al](CCCCCCCC)CCCCCCCC (tri-n-octylaluminum), Cl[Si](Cl)(Cl)Cl (tetrachlorosilane). Product: C(CCCCCCC)[Si](Cl)(CCCCCCCC)CCCCCCCC (trioctylchlorosilane). Reaction SMILES: [Cl-].[Na+].C([Al](CCCCCCCC)CCCCCCCC)CCCCCCC.[Cl:28][Si](Cl)(Cl)Cl.[CH2:33]([Si:41](CCCCCCCC)([CH2:50][CH2:51][CH2:52][CH2:53][CH2:54][CH2:55][CH2:56][CH3:57])[CH2:42][CH2:43][CH2:44][CH2:45][CH2:46][CH2:47][CH2:48][CH3:49])[CH2:34][CH2:35][CH2:36][CH2:37][CH2:38][CH2:39][CH3:40]>>[CH2:33]([Si:41]([CH2:50][CH2:51][CH2:52][CH2:53][CH2:54][CH2:55][CH2:56][CH3:57])([CH2:42][CH2:43][CH2:44][CH2:45][CH2:46][CH2:47][CH2:48][CH3:49])[Cl:28])[CH2:34][CH2:35][CH2:36][CH2:37][CH2:38][CH2:39][CH3:40] |f:0.1|. Procedure: Utilizing the apparatus of Examples 1-5, 50 millimoles of sodium chloride, 100 millimoles of tri-n-octylaluminum, and 73 millimoles of tetrachlorosilane were reacted for 4 hours at 180° C. The analysis utilized in Examples 1-5 revealed that 62.9 mole percent tetraoctylsilane and 6.8 mole percent trioctylchlorosilane were produced based on tetrachlorosilane as the limiting reagent. The reactants are C(=O)C=1C(=C(C(=O)O[C@@H](CC2=C(C=[N+](C=C2Cl)[O-])Cl)C2=CC(=C(C=C2)OC(F)F)OCC2CC2)C=CC1)O ([(1S)-1-[3-(cyclopropylmethoxy)-4-(difluoromethoxy)phenyl]-2-(3,5-dichloro-1-oxido-pyridin-1-ium-4-yl)ethyl] 3-formyl-2-hydroxy-benzoate), Cl.Cl.N[C@@H](C(=O)O[C@H]1CN2CCC1CC2)C2=CC=CC=C2 ((R)—(R)-quinuclidin-3-yl 2-amino-2-phenylacetate bis hydrochloride salt). Product: C(=O)O.OC1=C(C(=O)O[C@@H](CC2=C(C=[N+](C=C2Cl)[O-])Cl)C2=CC(=C(C=C2)OC(F)F)OCC2CC2)C=CC=C1CNC(C(O[C@H]1CN2CCC1CC2)=O)C2=CC=CC=C2 ([(1S)-1-[3-(cyclopropylmethoxy)-4-(difluoromethoxy)phenyl]-2-(3,5-dichloro-1-oxido-pyridin-1-ium-4-yl)ethyl] 2-hydroxy-3-[[[2-oxo-1-phenyl-2-[(3R)-quinuclidin-3-yl]oxy-ethyl]amino]methyl]benzoate formate salt). As a reaction SMILES: [CH:1]([C:3]1[C:4]([OH:38])=[C:5]([CH:35]=[CH:36][CH:37]=1)[C:6]([O:8][C@H:9]([C:20]1[CH:25]=[CH:24][C:23]([O:26][CH:27]([F:29])[F:28])=[C:22]([O:30][CH2:31][CH:32]2[CH2:34][CH2:33]2)[CH:21]=1)[CH2:10][C:11]1[C:16]([Cl:17])=[CH:15][N+:14]([O-:18])=[CH:13][C:12]=1[Cl:19])=[O:7])=O.Cl.Cl.[NH2:41][C@H:42]([C:54]1[CH:59]=[CH:58][CH:57]=[CH:56][CH:55]=1)[C:43]([O:45][C@@H:46]1[CH:51]2[CH2:52][CH2:53][N:48]([CH2:49][CH2:50]2)[CH2:47]1)=[O:44]>>[CH:6]([OH:8])=[O:7].[OH:38][C:4]1[C:3]([CH2:1][NH:41][CH:42]([C:54]2[CH:59]=[CH:58][CH:57]=[CH:56][CH:55]=2)[C:43](=[O:44])[O:45][C@@H:46]2[CH:51]3[CH2:50][CH2:49][N:48]([CH2:53][CH2:52]3)[CH2:47]2)=[CH:37][CH:36]=[CH:35][C:5]=1[C:6]([O:8][C@H:9]([C:20]1[CH:25]=[CH:24][C:23]([O:26][CH:27]([F:28])[F:29])=[C:22]([O:30][CH2:31][CH:32]2[CH2:33][CH2:34]2)[CH:21]=1)[CH2:10][C:11]1[C:16]([Cl:17])=[CH:15][N+:14]([O-:18])=[CH:13][C:12]=1[Cl:19])=[O:7] |f:1.2.3,4.5|. Reported procedure: The title compound was synthesized from [(1S)-1-[3-(cyclopropylmethoxy)-4-(difluoromethoxy)phenyl]-2-(3,5-dichloro-1-oxido-pyridin-1-ium-4-yl)ethyl] 3-formyl-2-hydroxy-benzoate and Intermediate 8 via the same method described for Example 1. The reactants are BrBr (bromine), C([O-])([O-])=O.[Na+].[Na+] (sodium carbonate), NC1=CC(=NN1C1=C(C=C(C=C1Cl)C(F)(F)F)Cl)C(F)(F)F (5-amino-1-(2,6-dichloro-4-trifluoromethylphenyl)-3-trifluoromethylpyrazole), [S-]C#N.[K+] (potassium thiocyanate). Solvent: CO (methanol), CO (methanol). Product: NC1=C(C(=NN1C1=C(C=C(C=C1Cl)C(F)(F)F)Cl)C(F)(F)F)SC#N (5-amino-1-(2,6-dichloro-4-trifluoromethylphenyl)-4-thiocyanato-3-trifluoromethylpyrazole). RXN SMILES: [NH2:1][C:2]1[N:6]([C:7]2[C:12]([Cl:13])=[CH:11][C:10]([C:14]([F:17])([F:16])[F:15])=[CH:9][C:8]=2[Cl:18])[N:5]=[C:4]([C:19]([F:22])([F:21])[F:20])[CH:3]=1.[S-:23][C:24]#[N:25].[K+].BrBr.C(=O)([O-])[O-].[Na+].[Na+]>CO>[NH2:1][C:2]1[N:6]([C:7]2[C:8]([Cl:18])=[CH:9][C:10]([C:14]([F:15])([F:16])[F:17])=[CH:11][C:12]=2[Cl:13])[N:5]=[C:4]([C:19]([F:22])([F:21])[F:20])[C:3]=1[S:23][C:24]#[N:25] |f:1.2,4.5.6|. Procedure: A stirred mixture of 5-amino-1-(2,6-dichloro-4-trifluoromethylphenyl)-3-trifluoromethylpyrazole (0.7 g) and potassium thiocyanate (0.55 g) in methanol (15 ml) was treated with a solution of bromine (0.3 g) in methanol (2 ml) at 0°-5° C. Stirring was maintained at this temperature for 1.5 hours, and the mixture was poured onto ice water, and brought to pH 9 by the addition of sodium carbonate. The product was filtered, washed with water and dried. Purification by chromatography on silica (Merck, ...